Dataset: the Open Reaction Database (ORD), a public repository of structured organic reaction records. Task: describe an organic reaction: reactants, conditions, products, and yield Reactants: BrC=1C=C(C(=NC1)Cl)N(S(=O)(=O)C)S(=O)(=O)C (N-(5-bromo-2-chloropyridin-3-yl)-N-(methylsulfonyl)methanesulfonamide), CC1(C2=C(C(=CC=C2)P(C3=CC=CC=C3)C4=CC=CC=C4)OC5=C(C=CC=C51)P(C6=CC=CC=C6)C7=CC=CC=C7)C (xantphos), CC(C)(C)[O-].[Na+] (NaOtBu), C1(=CC=CC=C1)C(=N)C1=CC=CC=C1 (diphenylmethanimine). Reagents/catalysts: C=1C=CC(=CC1)/C=C/C(=O)/C=C/C2=CC=CC=C2.C=1C=CC(=CC1)/C=C/C(=O)/C=C/C2=CC=CC=C2.C=1C=CC(=CC1)/C=C/C(=O)/C=C/C2=CC=CC=C2.[Pd].[Pd] (Pd2dba3). Run in CN(C)C=O (DMF). Run at temperature 120 celsius. Product: ClC1=NC=C(C=C1NS(=O)(=O)C)N=C(C1=CC=CC=C1)C1=CC=CC=C1 (N-(2-chloro-5-(diphenylmethyleneamino)pyridin-3-yl)methanesulfonamide). Yield: 76.7%. Reaction SMILES: Br[C:2]1[CH:3]=[C:4]([N:9]([S:14]([CH3:17])(=[O:16])=[O:15])S(C)(=O)=O)[C:5]([Cl:8])=[N:6][CH:7]=1.CC1(C)C2C(=C(P(C3C=CC=CC=3)C3C=CC=CC=3)C=CC=2)OC2C(P(C3C=CC=CC=3)C3C=CC=CC=3)=CC=CC1=2.CC([O-])(C)C.[Na+].[C:66]1([C:72]([C:74]2[CH:79]=[CH:78][CH:77]=[CH:76][CH:75]=2)=[NH:73])[CH:71]=[CH:70][CH:69]=[CH:68][CH:67]=1>CN(C=O)C.C1C=CC(/C=C/C(/C=C/C2C=CC=CC=2)=O)=CC=1.C1C=CC(/C=C/C(/C=C/C2C=CC=CC=2)=O)=CC=1.C1C=CC(/C=C/C(/C=C/C2C=CC=CC=2)=O)=CC=1.[Pd].[Pd]>[Cl:8][C:5]1[C:4]([NH:9][S:14]([CH3:17])(=[O:16])=[O:15])=[CH:3][C:2]([N:73]=[C:72]([C:66]2[CH:71]=[CH:70][CH:69]=[CH:68][CH:67]=2)[C:74]2[CH:79]=[CH:78][CH:77]=[CH:76][CH:75]=2)=[CH:7][N:6]=1 |f:2.3,6.7.8.9.10|. Procedure details: To a 20 mL microwave reaction tube was added N-(5-bromo-2-chloropyridin-3-yl)-N-(methylsulfonyl)methanesulfonamide (Step 0) 1.11 g, 3.04 mmol), xantphos (0.179 g, 0.308 mmol), NaOtBu (1.18 g, 12.3 mmol), Pd2dba3 (0.139 g, 0.152 mmol) and diphenylmethanimine (0.62 mL, 3.7 mmol) in DMF (10 mL). The mixture was degassed by bubbling argon through for 10 min. The tube was heated in Initiator microwave reactor (Biotage) at 120° C. for 30 min. The reaction mixture was partitioned between tris-HCl buffe...